This data is from the Open Reaction Database (ORD), a public repository of structured organic reaction records. The task is: describe an organic reaction: reactants, conditions, products, and yield The reactants are CC(C)(C)OC(=O)Nc1cc(F)c(F)cc1C(=O)NCC(=O)NCC1CCN(Cc2ccc(O)c(N)c2)CC1, [BH3-]C#N, C=O, CC(=O)O, CO, [Na+]. Product: CNc1cc(CN2CCC(CNC(=O)CNC(=O)c3cc(F)c(F)cc3NC(=O)OC(C)(C)C)CC2)ccc1O. Reaction SMILES: [C:1]([CH3:2])([CH3:3])([CH3:4])[O:5][C:6](=[O:7])[NH:8][c:9]1[c:10]([C:11](=[O:12])[NH:13][CH2:14][C:15](=[O:16])[NH:17][CH2:18][CH:19]2[CH2:20][CH2:21][N:22]([CH2:25][c:26]3[cH:27][c:28]([NH2:33])[c:29]([OH:32])[cH:30][cH:31]3)[CH2:23][CH2:24]2)[cH:34][c:35]([F:39])[c:36]([F:38])[cH:37]1.[C:46]([BH3-:47])#[N:48].[CH2:40]=[O:41].[CH3:42][C:43](=[O:44])[OH:45].[CH3:50][OH:51].[Na+:49]>>[C:1]([CH3:2])([CH3:3])([CH3:4])[O:5][C:6](=[O:7])[NH:8][c:9]1[c:10]([C:11](=[O:12])[NH:13][CH2:14][C:15](=[O:16])[NH:17][CH2:18][CH:19]2[CH2:20][CH2:21][N:22]([CH2:25][c:26]3[cH:27][c:28]([NH:33][CH3:42])[c:29]([OH:32])[cH:30][cH:31]3)[CH2:23][CH2:24]2)[cH:34][c:35]([F:39])[c:36]([F:38])[cH:37]1.